This data is from the Open Reaction Database (ORD), a public repository of structured organic reaction records. The task is: describe an organic reaction: reactants, conditions, products, and yield The reactants are C1(=CC=C(C=C1)C(=O)[C@]([C@](C(=O)O)(O)C(=O)C1=CC=C(C=C1)C)(O)C(=O)O)C (di-p-toluoyl-L-tartaric acid), C(C)(C)(C)OC[C@@H]1C(NCCN1)=O ((R)-3-(t-butoxymethyl)piperazine-2-one). The solvent is CC(=O)C (acetone), CC(=O)C (acetone). Reaction conditions: time 1 hour. The product is C1(=CC=C(C=C1)C(=O)[C@]([C@](C(=O)O)(O)C(=O)C1=CC=C(C=C1)C)(O)C(=O)O)C.C(C)(C)(C)OC[C@@H]1C(NCCN1)=O ((R)-3-(t-butoxymethyl)piperazine-2-one di-p-toluoyl-L-tartrate). Isolated yield 81.8%. As a reaction SMILES: [C:1]([O:5][CH2:6][C@H:7]1[NH:12][CH2:11][CH2:10][NH:9][C:8]1=[O:13])([CH3:4])([CH3:3])[CH3:2].[C:14]1([CH3:41])[CH:19]=[CH:18][C:17]([C:20]([C@@:22]([C:38]([OH:40])=[O:39])([OH:37])[C@@:23]([C:28]([C:30]2[CH:35]=[CH:34][C:33]([CH3:36])=[CH:32][CH:31]=2)=[O:29])([OH:27])[C:24]([OH:26])=[O:25])=[O:21])=[CH:16][CH:15]=1>CC(C)=O>[C:14]1([CH3:41])[CH:19]=[CH:18][C:17]([C:20]([C@@:22]([C:38]([OH:40])=[O:39])([OH:37])[C@@:23]([C:28]([C:30]2[CH:31]=[CH:32][C:33]([CH3:36])=[CH:34][CH:35]=2)=[O:29])([OH:27])[C:24]([OH:26])=[O:25])=[O:21])=[CH:16][CH:15]=1.[C:1]([O:5][CH2:6][C@H:7]1[NH:12][CH2:11][CH2:10][NH:9][C:8]1=[O:13])([CH3:4])([CH3:2])[CH3:3] |f:3.4|. Reported procedure: A solution that was prepared by dissolving 100.0 g of (R)-3-(t-butoxymethyl)piperazine-2-one to 500 mL of acetone, and then by dissolving 207.4 g of di-p-toluoyl-L-tartaric acid to 700 mL of acetone was slowly added to a reactor. The resulting reaction solution was stirred for 1 hour, and then resulting solid was filtered to obtain 251.4 g of a title compound.